This data is from the Open Reaction Database (ORD), a public repository of structured organic reaction records. The task is: describe an organic reaction: reactants, conditions, products, and yield Reactants: CC(C)Cn1c(=O)n(C)c(=O)c2c(Br)c(Cc3ccccc3C(F)(F)F)sc21, C=CC1CCCC1. As a reaction SMILES: [Br:1][c:2]1[c:3]([CH2:18][c:19]2[c:20]([C:25]([F:26])([F:27])[F:28])[cH:21][cH:22][cH:23][cH:24]2)[s:4][c:5]2[n:6]([CH2:14][CH:15]([CH3:16])[CH3:17])[c:7](=[O:13])[n:8]([CH3:12])[c:9](=[O:11])[c:10]12.[CH:29]1([CH:34]=[CH2:35])[CH2:30][CH2:31][CH2:32][CH2:33]1>>[c:2]1([CH:35]=[CH:34][CH:29]2[CH2:30][CH2:31][CH2:32][CH2:33]2)[c:3]([CH2:18][c:19]2[c:20]([C:25]([F:26])([F:27])[F:28])[cH:21][cH:22][cH:23][cH:24]2)[s:4][c:5]2[n:6]([CH2:14][CH:15]([CH3:16])[CH3:17])[c:7](=[O:13])[n:8]([CH3:12])[c:9](=[O:11])[c:10]12. Product: CC(C)Cn1c(=O)n(C)c(=O)c2c(C=CC3CCCC3)c(Cc3ccccc3C(F)(F)F)sc21. The reactants are Cl (hydrochloric acid), C1(CCCCC1)P(C1=C(C=CC=C1)C1=C(C=C(C=C1C(C)C)C(C)C)C(C)C)C1CCCCC1 (2-dicyclohexylphosphino-2′,4′,6′-triisopropylbiphenyl), [OH-].[K+] (potassium hydroxide), ClC=1C=NC2=CC=C(C(=C2C1C=O)F)OC (3-chloro-5-fluoro-6-methoxy-quinoline-4-carbaldehyde). The reagents and catalysts are C=1C=CC(=CC1)/C=C/C(=O)/C=C/C2=CC=CC=C2.C=1C=CC(=CC1)/C=C/C(=O)/C=C/C2=CC=CC=C2.C=1C=CC(=CC1)/C=C/C(=O)/C=C/C2=CC=CC=C2.[Pd].[Pd] (Tris(dibenzylideneacetone)dipalladium(0)). Solvent: O (water), petroleum ether, C(C)(=O)OCC (ethyl acetate), O1CCOCC1 (dioxane). Product: FC1=C2C(=C(C=NC2=CC=C1OC)O)C=O (5-fluoro-3-hydroxy-6-methoxy-quinoline-4-carbaldehyde). Yield: 36.0%. RXN SMILES: Cl[C:2]1[CH:3]=[N:4][C:5]2[C:10]([C:11]=1[CH:12]=[O:13])=[C:9]([F:14])[C:8]([O:15][CH3:16])=[CH:7][CH:6]=2.C1(P(C2CCCCC2)C2C=CC=CC=2C2C(C(C)C)=CC(C(C)C)=CC=2C(C)C)CCCCC1.[OH-:51].[K+].Cl>O1CCOCC1.C1C=CC(/C=C/C(/C=C/C2C=CC=CC=2)=O)=CC=1.C1C=CC(/C=C/C(/C=C/C2C=CC=CC=2)=O)=CC=1.C1C=CC(/C=C/C(/C=C/C2C=CC=CC=2)=O)=CC=1.[Pd].[Pd].C(OCC)(=O)C.O>[F:14][C:9]1[C:8]([O:15][CH3:16])=[CH:7][CH:6]=[C:5]2[C:10]=1[C:11]([CH:12]=[O:13])=[C:2]([OH:51])[CH:3]=[N:4]2 |f:2.3,6.7.8.9.10|. Procedure details: Tris(dibenzylideneacetone)dipalladium(0) (40 mg, 0.04 mmol, 0.02 eq) is added at room temperature to a stirred solution of 3-chloro-5-fluoro-6-methoxy-quinoline-4-carbaldehyde (500 mg, 2.10 mmol, 1.0 eq) in dioxane (6 mL), followed by 2-dicyclohexylphosphino-2′,4′,6′-triisopropylbiphenyl (100 mg, 0.21 mmol, 0.1 eq) and a 1.6 M potassium hydroxide aqueous solution (2 mL). The reaction mixture is irradiated by microwaves at 125° C. for 15 minutes, then water (10 mL) is added, the resulting mixture...